This data is from the Open Reaction Database (ORD), a public repository of structured organic reaction records. The task is: describe an organic reaction: reactants, conditions, products, and yield Reactants: C(CCCCCCCCCCCCCCCCCCC)(=O)O (arachidic acid). Run in C(Cl)(Cl)Cl (chloroform). Product: C(CCCCCCCCCCCCCCCCC)(=O)O (stearic acid). RXN SMILES: [C:1]([OH:22])(=[O:21])[CH2:2][CH2:3][CH2:4][CH2:5][CH2:6][CH2:7][CH2:8][CH2:9][CH2:10][CH2:11][CH2:12][CH2:13][CH2:14][CH2:15][CH2:16][CH2:17][CH2:18]CC>C(Cl)(Cl)Cl>[C:1]([OH:22])(=[O:21])[CH2:2][CH2:3][CH2:4][CH2:5][CH2:6][CH2:7][CH2:8][CH2:9][CH2:10][CH2:11][CH2:12][CH2:13][CH2:14][CH2:15][CH2:16][CH2:17][CH3:18]. Procedure: Subsequently, a solution (0.5 ml) of arachidic acid (1×10-3 mol/l) in chloroform was spread on the aforesaid aqueous phase. After removal of chloroform from the surface of the aqueous phase by evaporation, the surface pressure of the aqueous phase was adjusted to 30 dyne/cm, and a film of stearic acid was formed thereon. The reactants are C(C1=CC=CC=C1)C1=CC2=C(N=C(N2)SCCO)C=C1 (5-benzyl-2-(2-hydroxyethylthio)-benzimidazole), S(=O)(Cl)Cl (thionyl chloride). Solvent: C1=CC=CC=C1 (benzene), C(C)#N (acetonitrile). Yields the product Cl.C(C1=CC=CC=C1)C1=CC2=C(N=C(N2)SCCCl)C=C1 (5-benzyl-2-(2-chloroethylthio)-benzimidazole hydrochloride). Reaction SMILES: [CH2:1]([C:8]1[CH:20]=[CH:19][C:11]2[N:12]=[C:13]([S:15][CH2:16][CH2:17]O)[NH:14][C:10]=2[CH:9]=1)[C:2]1[CH:7]=[CH:6][CH:5]=[CH:4][CH:3]=1.S(Cl)([Cl:23])=O>C1C=CC=CC=1.C(#N)C>[ClH:23].[CH2:1]([C:8]1[CH:20]=[CH:19][C:11]2[N:12]=[C:13]([S:15][CH2:16][CH2:17][Cl:23])[NH:14][C:10]=2[CH:9]=1)[C:2]1[CH:7]=[CH:6][CH:5]=[CH:4][CH:3]=1 |f:4.5|. Reported procedure: 12.1 g (40 mmoles) of 5-benzyl-2-(2-hydroxyethylthio)-benzimidazole are reacted with 5.15 ml of thionyl chloride in a mixture of 100 ml of benzene and 10 ml of acetonitrile. After teh evolution of the gas is ceased, the reaction mixture is evaporated, 30 ml of ethyl alcohol are added to the residue and the solution is evaporated off again. The product thus obtained is purified by chromatography. It is dissolved in ethyl acetate, introduced onto the colomn and thereafter eluted with ethyl acetate... Reactants: CC(=O)OC(C)=O, CCCCCC, Cc1ccccc1, CC(C)(C)C=O, CC[Zn]CC, Clc1ccccc1, NO. Yields the product CCC(OC(C)=O)C(C)(C)C. RXN SMILES: [CH3:14][C:15](=[O:16])[O:17][C:18](=[O:19])[CH3:20].[CH3:21][CH2:22][CH2:23][CH2:24][CH2:25][CH3:26].[CH3:27][c:28]1[cH:29][cH:30][cH:31][cH:32][cH:33]1.[CH3:3][C:4]([CH:5]=[O:6])([CH3:7])[CH3:8].[CH3:9][CH2:10][Zn:11][CH2:12][CH3:13].[Cl:34][c:35]1[cH:36][cH:37][cH:38][cH:39][cH:40]1.[NH2:1][OH:2]>>[CH3:3][C:4]([CH:5]([O:6][C:15]([CH3:14])=[O:16])[CH2:12][CH3:13])([CH3:7])[CH3:8].